Task: describe an organic reaction: reactants, conditions, products, and yield. Dataset: the Open Reaction Database (ORD), a public repository of structured organic reaction records Reactants: O=C([O-])[O-], CC(C)=O, Cc1ccc(S(=O)(=O)OC2CCCC2)cc1, Cl, COC(=O)Nc1cc(O)c(Cl)cc1F, [I-], [K+], [K+], [K+]. The product is COC(=O)Nc1cc(OC2CCCC2)c(Cl)cc1F. Reaction SMILES: [C:31](=[O:32])([O-:33])[O-:34].[CH3:40][C:41](=[O:42])[CH3:43].[CH:15]1([O:20][S:21]([c:22]2[cH:23][cH:24][c:25]([CH3:26])[cH:27][cH:28]2)(=[O:29])=[O:30])[CH2:16][CH2:17][CH2:18][CH2:19]1.[ClH:39].[F:1][c:2]1[c:3]([NH:10][C:11]([O:12][CH3:13])=[O:14])[cH:4][c:5]([OH:9])[c:6]([Cl:8])[cH:7]1.[I-:38].[K+:35].[K+:36].[K+:37]>>[F:1][c:2]1[c:3]([NH:10][C:11]([O:12][CH3:13])=[O:14])[cH:4][c:5]([O:9][CH:15]2[CH2:16][CH2:17][CH2:18][CH2:19]2)[c:6]([Cl:8])[cH:7]1. Reactants: [NH+]1=CC=CC=C1 (pyridinium), O[C@@H]1C[C@H]2CC[C@H]3[C@]4(CC[C@@H]([C@@]4(C)CC[C@@H]3[C@]2(CC1)C)C=O)O (3β,14β-dihydroxy-5β-androstane-17β-carboxaldehyde). Run in ClCCl (dichloromethane), ClCCl (dichloromethane), C(C)OCC (diethyl ether). Product: O=C1C[C@H]2CC[C@H]3[C@]4(CC[C@@H]([C@@]4(C)CC[C@@H]3[C@]2(CC1)C)C=O)O (3-Oxo-14β-hydroxy-5β-androstane-17β-carboxaldehyde). Isolated yield 60.4%. As a reaction SMILES: [NH+]1C=CC=CC=1.[OH:7][C@H:8]1[CH2:25][CH2:24][C@@:23]2([CH3:26])[C@H:10]([CH2:11][CH2:12][C@@H:13]3[C@@H:22]2[CH2:21][CH2:20][C@@:18]2([CH3:19])[C@:14]3([OH:29])[CH2:15][CH2:16][C@@H:17]2[CH:27]=[O:28])[CH2:9]1>ClCCl.C(OCC)C>[O:7]=[C:8]1[CH2:25][CH2:24][C@@:23]2([CH3:26])[C@H:10]([CH2:11][CH2:12][C@@H:13]3[C@@H:22]2[CH2:21][CH2:20][C@@:18]2([CH3:19])[C@:14]3([OH:29])[CH2:15][CH2:16][C@@H:17]2[CH:27]=[O:28])[CH2:9]1. Reported procedure: To a suspension of 0.88 g of pyridinium dicromate in 2.2 ml of dichloromethane a solution of 0.50 g of 3β,14β-dihydroxy-5β-androstane-17β-carboxaldehyde (Boutagy J. and Thomas R., Aust. J. Chem., 1971, 24, 2723) in 2.5 ml of dichloromethane was added at room temperature. After 20 hrs the mixture was diluted with diethyl ether and filtered through celite; the filtrate was evaporated to dryness under reduced pressure. The crude product was purified by flash-chromatography (SiO2) using n-hexane/eth... Starting materials: [N+](=O)([O-])C1=CC2=C(C(NS2(=O)=O)=O)C=C1 (6-nitro-1,1-dioxo-1,2-dihydro-1lambda*6*-benzo[d]isothiazol-3-one), C1=CCCCC1 (cyclohexene). The reagents and catalysts are [Pd] (Pd—C). Run in CCO (EtOH). Yields the product NC1=CC2=C(C(NS2(=O)=O)=O)C=C1 (6-amino-1,2-benzisothiazol-3(2H)-one-1,1-dioxide). Yield: 80.7%. Reaction SMILES: [N+:1]([C:4]1[CH:15]=[CH:14][C:7]2[C:8](=[O:13])[NH:9][S:10](=[O:12])(=[O:11])[C:6]=2[CH:5]=1)([O-])=O.C1CCCCC=1>CCO.[Pd]>[NH2:1][C:4]1[CH:15]=[CH:14][C:7]2[C:8](=[O:13])[NH:9][S:10](=[O:12])(=[O:11])[C:6]=2[CH:5]=1. Procedure details: To a solution of 6-nitro-1,1-dioxo-1,2-dihydro-1lambda*6*-benzo[d]isothiazol-3-one (11.4 g, 50.0 mmol) and cyclohexene (25.4 mL, 250 mmol) in EtOH (100 mL) was added 5% Pd—C (35 g) at about 0° C. The mixture was refluxed overnight with stirring and then cooled to rt, filtered through Celite® several times until the filtrate became clear. The filtrate was concentrated under reduced pressure. The material was dissolved in saturated aqueous NaHCO3 (200 mL), filtered and to the filtrate was added co... Starting materials: ClC1=CC=NC(=C1C(=O)OC)C (methyl 4-chloro-2-methylnicotinate), ClC1=CC(=C(C=C1)B(O)O)F ((4-chloro-2-fluorophenyl)boronic acid), C1(CCCCC1)P(C1CCCCC1)C1CCCCC1 (tricyclohexylphosphine), C(=O)([O-])[O-].[Cs+].[Cs+] (Cs2CO3). The reagents and catalysts are CC(=O)[O-].CC(=O)[O-].[Pd+2] (Pd(OAc)2). Run in CC(=O)N(C)C (DMA). Reaction conditions: temperature 100 celsius. Yields the product ClC1=CC(=C(C=C1)C1=CC=NC(=C1C(=O)OC)C)F (methyl 4-(4-chloro-2-fluorophenyl)-2-methylnicotinate). The yield is 16.6%. Reaction SMILES: Cl[C:2]1[C:7]([C:8]([O:10][CH3:11])=[O:9])=[C:6]([CH3:12])[N:5]=[CH:4][CH:3]=1.[Cl:13][C:14]1[CH:19]=[CH:18][C:17](B(O)O)=[C:16]([F:23])[CH:15]=1.C1(P(C2CCCCC2)C2CCCCC2)CCCCC1.C([O-])([O-])=O.[Cs+].[Cs+]>CC(N(C)C)=O.CC([O-])=O.CC([O-])=O.[Pd+2]>[Cl:13][C:14]1[CH:19]=[CH:18][C:17]([C:2]2[C:7]([C:8]([O:10][CH3:11])=[O:9])=[C:6]([CH3:12])[N:5]=[CH:4][CH:3]=2)=[C:16]([F:23])[CH:15]=1 |f:3.4.5,7.8.9|. Procedure details: A mixture of methyl 4-chloro-2-methylnicotinate (4 g, 21.55 mmol), (4-chloro-2-fluorophenyl)boronic acid (4.13 g, 23.71 mmol), tricyclohexylphosphine (1.813 g, 6.47 mmol), Pd(OAc)2 (0.484 g, 2.155 mmol) and Cs2CO3 (14.04 g, 43.1 mmol) in DMA (15 mL) was purged with nitrogen for 5 min and heated at 100° C. overnight (14 h). After cooling, the reaction mixture was filtered through diatomaceous earth (Celite®). DMA was removed under reduced pressure and the residue was diluted with ethyl acetate (1... Starting materials: O1C(C1)COC1=C2C[C@@H]([C@@H](CC2=CC=C1)OCC(=O)N(CCC)CCC)OCC(=O)N(CCC)CCC (cis-2,2'-[[1,2,3,4-tetrahydro-5-(oxiranyl-methoxy)-2,3-naphthalenediyl]bis(oxy)]bis-[N,N-dipropylacetamide]), C(C)(C)(C)N (t-butylamine). Run in CO (methanol). The product is CC(C)(C)NCC(COC1=C2CC(C(CC2=CC=C1)OCC(=O)N(CCC)CCC)OCC(=O)N(CCC)CCC)O ([5-[3-[(1,1-Dimethylethyl)amino]-2-hydroxypropoxy]-1,2,3,4-tetrahydro-2,3 -naphthalenediyl]bis(oxy)bis[N,N-dipropylacetamide]). As a reaction SMILES: [O:1]1[CH2:3][CH:2]1[CH2:4][O:5][C:6]1[CH:15]=[CH:14][CH:13]=[C:12]2[C:7]=1[CH2:8][C@H:9]([O:27][CH2:28][C:29]([N:31]([CH2:35][CH2:36][CH3:37])[CH2:32][CH2:33][CH3:34])=[O:30])[C@H:10]([O:16][CH2:17][C:18]([N:20]([CH2:24][CH2:25][CH3:26])[CH2:21][CH2:22][CH3:23])=[O:19])[CH2:11]2.[C:38]([NH2:42])([CH3:41])([CH3:40])[CH3:39]>CO>[CH3:39][C:38]([NH:42][CH2:3][CH:2]([OH:1])[CH2:4][O:5][C:6]1[CH:15]=[CH:14][CH:13]=[C:12]2[C:7]=1[CH2:8][CH:9]([O:27][CH2:28][C:29]([N:31]([CH2:32][CH2:33][CH3:34])[CH2:35][CH2:36][CH3:37])=[O:30])[CH:10]([O:16][CH2:17][C:18]([N:20]([CH2:24][CH2:25][CH3:26])[CH2:21][CH2:22][CH3:23])=[O:19])[CH2:11]2)([CH3:41])[CH3:40]. Procedure details: A solution of 1.5 g (0.0029 M) of cis-2,2'-[[1,2,3,4-tetrahydro-5-(oxiranyl-methoxy)-2,3-naphthalenediyl]bis(oxy)]bis-[N,N-dipropylacetamide] in 5 ml of methanol and 20 ml of t-butylamine is stirred at room temperature overnight. The solution is evaporated in vacuo to give 1.7 g of oil. This material is dissolved in ether and extracted with 5% aqueous HCl. The aqueous layer is basified with aqueous NaOH and extracted with ether. The ether is washed (saturated NaCl solution), dried (Na2SO4), filt... Reactants: [N+](=O)([O-])NC(=N)N (nitroguanidine), [Na] (Sodium), C(=O)C(C(=O)OCC)CC=1C=NC=CC1 (ethyl 2-formyl-3-(3-pyridyl)propionate). Run in CO (methanol). Product: [N+](=O)([O-])NC1=NC=C(C(N1)=O)CC=1C=NC=CC1 (2-nitroamino-5-(3-pyridylmethyl)-4-pyrimidone). Yield: 38.0%. Reaction SMILES: [Na].[N+:2]([NH:5][C:6]([NH2:8])=[NH:7])([O-:4])=[O:3].[CH:9]([CH:11]([CH2:17][C:18]1[CH:19]=[N:20][CH:21]=[CH:22][CH:23]=1)[C:12](OCC)=O)=[O:10]>CO>[N+:2]([NH:5][C:6]1[NH:8][C:9](=[O:10])[C:11]([CH2:17][C:18]2[CH:19]=[N:20][CH:21]=[CH:22][CH:23]=2)=[CH:12][N:7]=1)([O-:4])=[O:3] |^1:0|. Procedure: (a)(i) Sodium (1.15 g) was dissolved in methanol (50 ml), and nitroguanidine (4.7 g) was added to the cooled solution. The mixture was refluxed for 45 minutes, ethyl 2-formyl-3-(3-pyridyl)propionate (9.3 g) was added portionwise and the mixture was refluxed for 45 hours and evaporated to dryness. Water was added to the residue and the mixture was extracted with chloroform. The aqueous phase was adjusted to pH 5 with acetic acid, and the solid which was precipitated was filtered off, washed and d... The reactants are CC#N, Cn1nc(C2CCNCC2)c2ccc(F)cc21, c1ccc(C2CO2)cc1. The product is Cn1nc(C2CCN(CC(O)c3ccccc3)CC2)c2ccc(F)cc21. Reaction SMILES: [CH3:27][C:28]#[N:29].[F:1][c:2]1[cH:3][cH:4][c:5]2[c:6]([CH:12]3[CH2:13][CH2:14][NH:15][CH2:16][CH2:17]3)[n:7][n:8]([CH3:11])[c:9]2[cH:10]1.[c:18]1([CH:24]2[O:25][CH2:26]2)[cH:19][cH:20][cH:21][cH:22][cH:23]1>>[F:1][c:2]1[cH:3][cH:4][c:5]2[c:6]([CH:12]3[CH2:13][CH2:14][N:15]([CH2:26][CH:24]([c:18]4[cH:19][cH:20][cH:21][cH:22][cH:23]4)[OH:25])[CH2:16][CH2:17]3)[n:7][n:8]([CH3:11])[c:9]2[cH:10]1. Reactants: CCOCC (ether), OC1=CC(CC(C1)CCCCCC)=O (3-hydroxy-5-n-hexyl-2-cyclohexene-1-one), O (water), O.N (ammonia water). Solvent: C1(=CC=CC=C1)C (toluene). Conditions: temperature 130 celsius, time 3.5 hour. The product is NC1=CC(CC(C1)CCCCCC)=O (3-amino-5-n-hexyl-2-cyclohexene-1-one). RXN SMILES: [OH:1][C:2]1[CH2:7][CH:6]([CH2:8][CH2:9][CH2:10][CH2:11][CH2:12][CH3:13])[CH2:5][C:4](=O)[CH:3]=1.O.[NH3:16].O.CCOCC>C1(C)C=CC=CC=1>[NH2:16][C:4]1[CH2:5][CH:6]([CH2:8][CH2:9][CH2:10][CH2:11][CH2:12][CH3:13])[CH2:7][C:2](=[O:1])[CH:3]=1 |f:1.2|. Procedure details: A suspension of 3-hydroxy-5-n-hexyl-2-cyclohexene-1-one (29.7 g) in toluene (200 ml) was combined with conc. ammonia water (100 ml), and the mixture was stirred at 130° C. for 3.5 hours in an apparatus equipped with a water separator. After completion of the reaction, ether was added. The precipitate was collected by filtration, and was recrystallized from a solvent mixture of chloroform-ether. 17.0 g of 3-amino-5-n-hexyl-2-cyclohexene-1-one was obtained as pale yellow needles having a melting p... The reactants are C1CCNCC1, CC#N, Nc1ccc(F)c([N+](=O)[O-])c1. Yields the product Nc1ccc(N2CCCCC2)c([N+](=O)[O-])c1. As a reaction SMILES: [CH2:12]1[CH2:13][CH2:14][NH:15][CH2:16][CH2:17]1.[CH3:18][C:19]#[N:20].[NH2:1][c:2]1[cH:3][cH:4][c:5]([F:6])[c:7]([N+:9]([O-:10])=[O:11])[cH:8]1>>[NH2:1][c:2]1[cH:3][cH:4][c:5]([N:15]2[CH2:14][CH2:13][CH2:12][CH2:17][CH2:16]2)[c:7]([N+:9]([O-:10])=[O:11])[cH:8]1. Reactants: O=C([O-])[O-], ClCCOCCCl, [I-], [K+], [K+], COc1ccc(-c2cccc(C(=O)N3CCN(c4ccc(N)cc4)CC3)n2)cc1OC, [Na+], CN(C)C=O. The product is COc1ccc(-c2cccc(C(=O)N3CCN(c4ccc(N5CCOCC5)cc4)CC3)n2)cc1OC. Reaction SMILES: [C:41](=[O:42])([O-:43])[O-:44].[Cl:32][CH2:33][CH2:34][O:35][CH2:36][CH2:37][Cl:38].[I-:40].[K+:45].[K+:46].[NH2:1][c:2]1[cH:3][cH:4][c:5]([N:8]2[CH2:9][CH2:10][N:11]([C:14](=[O:15])[c:16]3[n:17][c:18](-[c:22]4[cH:23][c:24]([O:30][CH3:31])[c:25]([O:28][CH3:29])[cH:26][cH:27]4)[cH:19][cH:20][cH:21]3)[CH2:12][CH2:13]2)[cH:6][cH:7]1.[Na+:39].[O:47]=[CH:48][N:49]([CH3:50])[CH3:51]>>[N:1]1([c:2]2[cH:3][cH:4][c:5]([N:8]3[CH2:9][CH2:10][N:11]([C:14](=[O:15])[c:16]4[n:17][c:18](-[c:22]5[cH:23][c:24]([O:30][CH3:31])[c:25]([O:28][CH3:29])[cH:26][cH:27]5)[cH:19][cH:20][cH:21]4)[CH2:12][CH2:13]3)[cH:6][cH:7]2)[CH2:33][CH2:34][O:35][CH2:36][CH2:37]1.